The task is: describe an organic reaction: reactants, conditions, products, and yield. This data is from the Open Reaction Database (ORD), a public repository of structured organic reaction records. Starting materials: resultant solution, ClC1=NC=C2N(C(CCN(C2=N1)C(COC)C)=O)C (10-chloro-2-(1-methoxypropan-2-yl)-6-methyl-2,6,9,11-tetrazabicyclo[5.4.0]undeca-7,9,11-trien-5-one), O.C1(=CC=C(C=C1)S(=O)(=O)O)C (p-toluenesulphonic acid monohydrate), ClC1=NC=C2N(C(CCN(C2=N1)C(COC)C)=O)C (10-chloro-2-(1-methoxypropan-2-yl)-6-methyl-2,6,9,11-tetrazabicyclo[5.4.0]undeca-7,9,11-trien-5-one), NC1=C(C=C(C(=O)NC2CCN(CC2)C)C=C1)OC (4-amino-3-methoxy-N-(1-methyl-4-piperidyl)benzamide). Run in CO (MeOH), CO (Methanol), CC(CC(C)O)C (4-Methyl-2-pentanol). Conditions: temperature 100 celsius. Yields the product COC=1C=C(C(=O)NC2CCN(CC2)C)C=CC1NC=1N=C2N(CCC(N(C2=CN1)C)=O)C(COC)C (3-methoxy-4-[[6-(1-methoxypropan-2-yl)-2-methyl-3-oxo-2,6,8,10-tetrazabicyclo[5.4.0]undeca-7,9,11-trien-9-yl]amino]-N-(1-methyl-4-piperidyl)benzamide). RXN SMILES: Cl[C:2]1[N:12]=[C:11]2[C:5]([N:6]([CH3:19])[C:7](=[O:18])[CH2:8][CH2:9][N:10]2[CH:13]([CH3:17])[CH2:14][O:15][CH3:16])=[CH:4][N:3]=1.[NH2:20][C:21]1[CH:36]=[CH:35][C:24]([C:25]([NH:27][CH:28]2[CH2:33][CH2:32][N:31]([CH3:34])[CH2:30][CH2:29]2)=[O:26])=[CH:23][C:22]=1[O:37][CH3:38].O.C1(C)C=CC(S(O)(=O)=O)=CC=1>CC(C)CC(O)C.CO>[CH3:38][O:37][C:22]1[CH:23]=[C:24]([CH:35]=[CH:36][C:21]=1[NH:20][C:2]1[N:12]=[C:11]2[C:5](=[CH:4][N:3]=1)[N:6]([CH3:19])[C:7](=[O:18])[CH2:8][CH2:9][N:10]2[CH:13]([CH3:17])[CH2:14][O:15][CH3:16])[C:25]([NH:27][CH:28]1[CH2:33][CH2:32][N:31]([CH3:34])[CH2:30][CH2:29]1)=[O:26] |f:2.3|. Procedure details: 10-chloro-2-(1-methoxypropan-2-yl)-6-methyl-2,6,9,11-tetrazabicyclo[5.4.0]undeca-7,9,11-trien-5-one (Intermediate 112 60 mg, 0.21 mmol), 4-amino-3-methoxy-N-(1-methyl-4-piperidyl)benzamide (WO06/018220; 56 mg, 0.21 mmol), and p-toluenesulphonic acid monohydrate (100 mg, 0.53 mmol) were combined in 4-Methyl-2-pentanol (2 mL) and heated at 100° C. for 16 hrs. The reaction mixture was cooled to room temperature and dissolved in Methanol. The resultant solution was added to a 5 g SCX-3 column pre we... Reactants: C(C1=CC=CC=C1)OC=1C=C(C=CC1)O (3-benzyloxyphenol), ClC=1C=CC(=C(C1)N(C(OC(C)(C)C)=O)C)[N+](=O)[O-] (t-butyl N-(5-chloro-2-nitrophenyl)-N-methylcarbamate), [H-].[Na+] (sodium hydride). Run in CN(C=O)C (N,N-dimethylformamide). Yields the product CN(C(OC(C)(C)C)=O)C1=C(C=CC(=C1)OC1=CC(=CC=C1)OCC1=CC=CC=C1)[N+](=O)[O-] (t-Butyl N-methyl-N-[5-(3-benzyloxyphenoxy)-2-nitrophenyl]carbamate). Isolated yield 82.7%. Reaction SMILES: [CH2:1]([O:8][C:9]1[CH:10]=[C:11]([OH:15])[CH:12]=[CH:13][CH:14]=1)[C:2]1[CH:7]=[CH:6][CH:5]=[CH:4][CH:3]=1.Cl[C:17]1[CH:18]=[CH:19][C:20]([N+:32]([O-:34])=[O:33])=[C:21]([N:23]([CH3:31])[C:24](=[O:30])[O:25][C:26]([CH3:29])([CH3:28])[CH3:27])[CH:22]=1.[H-].[Na+]>CN(C)C=O>[CH3:31][N:23]([C:21]1[CH:22]=[C:17]([O:15][C:11]2[CH:12]=[CH:13][CH:14]=[C:9]([O:8][CH2:1][C:2]3[CH:3]=[CH:4][CH:5]=[CH:6][CH:7]=3)[CH:10]=2)[CH:18]=[CH:19][C:20]=1[N+:32]([O-:34])=[O:33])[C:24](=[O:30])[O:25][C:26]([CH3:29])([CH3:27])[CH3:28] |f:2.3|. Procedure: In a similar manner to that described in Reference Example 6, a reaction was carried out using 3-benzyloxyphenol (5 g), t-butyl N-(5-chloro-2-nitrophenyl)-N-methylcarbamate (6 g), sodium hydride (55 wt. %, 1.1 g) and anhydrous N,N-dimethylformamide (40 ml) and the reaction mixture was purified to give the title compound (7.8 g). Solvent: CC(=O)C (acetone). The product is FC1=CC(=C(C=C1)[N+](=O)[O-])OC (4-Fluoro-2-methoxy-1-nitrobenzene). Reported procedure: A mixture of 5-fluoro-2-nitrophenol (3.0 g, 19.1 mmol), potassium carbonate (2.50 g, 21.0 mmol) and dimethyl sulfate (2.65 g, 21.0 mmol) in acetone was stirred at ambient temperature for 24 hours. The solvents were removed under reduced pressure and then water (30 mL) and dichloromethane (30 mL) was added to the residue. The combined organics solutions were dried over magnesium sulfate then filtered and the filtrate concentrated under reduced pressure to provide an oil. This was purified by flas... RXN SMILES: [F:1][C:2]1[CH:3]=[CH:4][C:5]([N+:9]([O-:11])=[O:10])=[C:6]([OH:8])[CH:7]=1.[C:12](=O)([O-])[O-].[K+].[K+].S(OC)(OC)(=O)=O>CC(C)=O>[F:1][C:2]1[CH:3]=[CH:4][C:5]([N+:9]([O-:11])=[O:10])=[C:6]([O:8][CH3:12])[CH:7]=1 |f:1.2.3|. Reactants: FC=1C=CC(=C(C1)O)[N+](=O)[O-] (5-fluoro-2-nitrophenol), C([O-])([O-])=O.[K+].[K+] (potassium carbonate), S(=O)(=O)(OC)OC (dimethyl sulfate). Reaction conditions: time 24 hour. Isolated yield 99.1%. Starting materials: ClC1=C(C=CC(=C1)Cl)C=1N=C(C(=NC1CC)N[C@H]1[C@H](CC2=CC=CC=C12)O)CC ((1R,2S)-1-{[5-(2,4-dichlorophenyl)-3,6-diethylpyrazin-2-yl]amino}-2,3-dihydro-1H-inden-2-ol), CC1=C(C=CC(=C1)OC)B(O)O (2-methyl-4-methoxyphenylboronic acid). Yields the product C(C)C=1C(=NC(=C(N1)C1=C(C=C(C=C1)OC)C)CC)N[C@H]1[C@H](CC2=CC=CC=C12)O ((1R,2S)-1-{[3,6-diethyl-5-(4-methoxy-2-methylphenyl)pyrazin-2-yl]amino}-2,3-dihydro-1H-inden-2-ol). As a reaction SMILES: ClC1C=C(Cl)C=CC=1[C:9]1[N:10]=[C:11]([CH2:28][CH3:29])[C:12]([NH:17][C@@H:18]2[C:26]3[C:21](=[CH:22][CH:23]=[CH:24][CH:25]=3)[CH2:20][C@@H:19]2[OH:27])=[N:13][C:14]=1[CH2:15][CH3:16].[CH3:30][C:31]1[CH:36]=[C:35]([O:37][CH3:38])[CH:34]=[CH:33][C:32]=1B(O)O>>[CH2:28]([C:11]1[C:12]([NH:17][C@@H:18]2[C:26]3[C:21](=[CH:22][CH:23]=[CH:24][CH:25]=3)[CH2:20][C@@H:19]2[OH:27])=[N:13][C:14]([CH2:15][CH3:16])=[C:9]([C:32]2[CH:33]=[CH:34][C:35]([O:37][CH3:38])=[CH:36][C:31]=2[CH3:30])[N:10]=1)[CH3:29]. Reported procedure: Following the procedure for the preparation of (1R,2S)-1-{[5-(2,4-dichlorophenyl)-3,6-diethylpyrazin-2-yl]amino}-2,3-dihydro-1H-inden-2-ol but substituting 2-methyl-4-methoxyphenylboronic acid and making non-critical variations provided the title compound as a peach colored foam. IR (diffuse reflectance) 3439, 2968, 2933, 2875, 1608, 1564, 1482, 1391, 1294, 1279, 1242, 1204, 1175, 1050, 742 cm−1; OAMS supporting ions at: ESI+ 404.0 & ESI− 402.1; MS (EI) m/z 403 (M+); HRMS (FAB) calcd for C25H29N... Reactants: BrC1=CC=C(C=C1)[C@H](C)N1C(C[C@](CC1)(C1=CC=CC=C1)CC(C)=O)=O ((R)-1-((S)-1-(4-bromophenyl)ethyl)-4-(2-oxopropyl)-4-phenylpiperidin-2-one), [Li]CCCC (n-BuLi). Procedure details: To a solution of CH3PPh3Br (863.9 mg 2.42 mmol) in THF (8 mL) was added n-BuLi (0.678 ml, 1.69 mmol) at −78° C. under N2. The mixture was stirred at rt for 1 h, a solution of (R)-1-((S)-1-(4-bromophenyl)ethyl)-4-(2-oxopropyl)-4-phenylpiperidin-2-one (100 mg 0.24 mmol) in THF (5 mL) was added, and the mixture was stirred at reflux overnight. The reaction was quenched by satd aq NH4Cl and extracted with EtOAc. The combined organic phase was dried and concentrated to give the crude product, which w... Reaction conditions: time 1 hour. Solvent: C1CCOC1 (THF), C1CCOC1 (THF). RXN SMILES: [Li][CH2:2]CCC.[Br:6][C:7]1[CH:12]=[CH:11][C:10]([C@@H:13]([N:15]2[CH2:20][CH2:19][C@:18]([CH2:27][C:28](=O)[CH3:29])([C:21]3[CH:26]=[CH:25][CH:24]=[CH:23][CH:22]=3)[CH2:17][C:16]2=[O:31])[CH3:14])=[CH:9][CH:8]=1>C[P+](C1C=CC=CC=1)(C1C=CC=CC=1)C1C=CC=CC=1.[Br-].C1COCC1>[Br:6][C:7]1[CH:8]=[CH:9][C:10]([C@@H:13]([N:15]2[CH2:20][CH2:19][C@:18]([CH2:27][C:28]([CH3:2])=[CH2:29])([C:21]3[CH:26]=[CH:25][CH:24]=[CH:23][CH:22]=3)[CH2:17][C:16]2=[O:31])[CH3:14])=[CH:11][CH:12]=1 |f:2.3|. Isolated yield 60.6%. The reagents and catalysts are C[P+](C=1C=CC=CC1)(C=2C=CC=CC2)C=3C=CC=CC3.[Br-] (CH3PPh3Br). Yields the product BrC1=CC=C(C=C1)[C@H](C)N1C(C[C@](CC1)(C1=CC=CC=C1)CC(=C)C)=O ((S)-1-((S)-1-(4-bromophenyl)ethyl)-4-(2-methylallyl)-4-phenylpiperidin-2-one).